This data is from the Open Reaction Database (ORD), a public repository of structured organic reaction records. The task is: describe an organic reaction: reactants, conditions, products, and yield The reactants are C12CC(CC(C=CC1)C2)N (bicyclo[3.3.1]non-6-en-3-amine), [H][H] (hydrogen). The reagents and catalysts are [C].[Pd] (palladium-carbon). The solvent is C(C)O (ethanol). Yields the product C12CC(CC(CCC1)C2)N (Bicyclo[3.3.1]nonan-3-amine). As a reaction SMILES: [CH:1]12[CH2:9][CH:5]([CH:6]=[CH:7][CH2:8]1)[CH2:4][CH:3]([NH2:10])[CH2:2]2.[H][H]>C(O)C.[C].[Pd]>[CH:1]12[CH2:9][CH:5]([CH2:6][CH2:7][CH2:8]1)[CH2:4][CH:3]([NH2:10])[CH2:2]2 |f:3.4|. Procedure details: To bicyclo[3.3.1]non-6-en-3-amine (100 mg, 0.729 mmol) in ethanol (3 mL), 10% palladium-carbon (10 mg) was added in a nitrogen stream, and the reaction solution was stirred in a hydrogen stream at room temperature for 1 day. After completion of the reaction, the reaction solution was filtered through celite and the filtrate was evaporated under reduced pressure. The resulting crude reaction product was used for the next step without to further purification (98.5 mg). The reactants are NC1=C(C=C(C(=O)O)C=C1)OC(F)(F)F (4-amino-3-(trifluoromethoxy)benzoic acid), NC1CCN(CC1)C (4-amino-1-methylpiperidine). Yields the product NC1=C(C=C(C(=O)NC2CCN(CC2)C)C=C1)OC(F)(F)F (4-amino-N-(1-methylpiperidin-4-yl)-3-(trifluoromethoxy)benzamide). As a reaction SMILES: [NH2:1][C:2]1[CH:10]=[CH:9][C:5]([C:6]([OH:8])=O)=[CH:4][C:3]=1[O:11][C:12]([F:15])([F:14])[F:13].[NH2:16][CH:17]1[CH2:22][CH2:21][N:20]([CH3:23])[CH2:19][CH2:18]1>>[NH2:1][C:2]1[CH:10]=[CH:9][C:5]([C:6]([NH:16][CH:17]2[CH2:22][CH2:21][N:20]([CH3:23])[CH2:19][CH2:18]2)=[O:8])=[CH:4][C:3]=1[O:11][C:12]([F:15])([F:14])[F:13]. Reported procedure: The title compound was prepared according to the method described for Preparation 25 using 4-amino-3-(trifluoromethoxy)benzoic acid and 4-amino-1-methylpiperidine.